The task is: describe an organic reaction: reactants, conditions, products, and yield. This data is from the Open Reaction Database (ORD), a public repository of structured organic reaction records. The reactants are CC1(C(C2=CC=CC=C2C=C1)=O)C (2,2-dimethyl-1-oxo-1,2-dihydronaphthalene), ClC1=CC(=CC=C1)C(=O)OO (m-chloroperbenzoic acid). The solvent is C(Cl)Cl (CH2Cl2), C(Cl)Cl (CH2Cl2). Run at time 8 hour. The product is CC1(C(C2=CC=CC=C2C2C1O2)=O)C (2,2-dimethyl-3,4-epoxy-1,2,3,4-tetrahydronaphthalen-1-one), oil. Isolated yield 64.0%. Reaction SMILES: [CH3:1][C:2]1([CH3:13])[CH:11]=[CH:10][C:9]2[C:4](=[CH:5][CH:6]=[CH:7][CH:8]=2)[C:3]1=[O:12].ClC1C=CC=C(C(OO)=[O:22])C=1>C(Cl)Cl>[CH3:1][C:2]1([CH3:13])[CH:11]2[O:22][CH:10]2[C:9]2[C:4](=[CH:5][CH:6]=[CH:7][CH:8]=2)[C:3]1=[O:12]. Reported procedure: To a solution of 3 g (17.4 mmol) of 2,2-dimethyl-1-oxo-1,2-dihydronaphthalene (L. H. Klemm, J. Shabtai, D. R. Taylor, J. Org. Chem., 1968, 33, 1480) in 30 ml of CH2Cl2, were added 6.00 g (19.1 mmol) of m-chloroperbenzoic acid dissolved in 90 ml CH2Cl2 and the resulting mixture was stirred overnight at room temperature. The resulting solution was washed successively with Na2S2O5 and NaHCO3 solutions and dried over MgSO4. The solvent was removed to yield 3.27 g of a crude that was chromatographed ... The reactants are N#Cc1ccc(Br)cc1F, O=C([O-])[O-], CC(=O)[O-], CC(=O)[O-], [Cs+], [Cs+], C1COCCO1, [Pd+2], OCc1ccc(-c2cccc3[nH]c4ccccc4c23)cn1. Yields the product N#Cc1ccc(-n2c3ccccc3c3c(-c4ccc(CO)nc4)cccc32)cc1F. As a reaction SMILES: [Br:1][c:2]1[cH:3][c:4]([F:10])[c:5]([C:6]#[N:7])[cH:8][cH:9]1.[C:11](=[O:12])([O-:13])[O-:14].[C:44]([O-:45])(=[O:46])[CH3:47].[C:49]([O-:50])(=[O:51])[CH3:52].[Cs+:15].[Cs+:16].[O:38]1[CH2:39][CH2:40][O:41][CH2:42][CH2:43]1.[Pd+2:48].[cH:17]1[cH:18][cH:19][c:20](-[c:30]2[cH:31][cH:32][c:33]([CH2:36][OH:37])[n:34][cH:35]2)[c:21]2[c:22]3[cH:23][cH:24][cH:25][cH:26][c:27]3[nH:28][c:29]12>>[c:2]1(-[n:28]2[c:27]3[c:22]([c:21]4[c:20](-[c:30]5[cH:31][cH:32][c:33]([CH2:36][OH:37])[n:34][cH:35]5)[cH:19][cH:18][cH:17][c:29]42)[cH:23][cH:24][cH:25][cH:26]3)[cH:3][c:4]([F:10])[c:5]([C:6]#[N:7])[cH:8][cH:9]1. The reactants are P(C1=CC=CC=C1)(C1=CC=CC=C1)CCCPC1=CC=CC=C1 (Ph2P(CH2)3P(H)Ph), C(C=C)P(CC)CC (allyldiethylphosphine), CC(C)(C#N)N=NC(C)(C)C#N (AIBN). Run at temperature 210 celsius, time 20 hour. Yields the product P(C1=CC=CC=C1)(C1=CC=CC=C1)CCCP(C1=CC=CC=C1)CCCP(CC)CC (Ph2P(CH2)3P(Ph)(CH2)3PEt2). Reaction SMILES: [P:1]([CH2:14][CH2:15][CH2:16][PH:17][C:18]1[CH:23]=[CH:22][CH:21]=[CH:20][CH:19]=1)([C:8]1[CH:13]=[CH:12][CH:11]=[CH:10][CH:9]=1)[C:2]1[CH:7]=[CH:6][CH:5]=[CH:4][CH:3]=1.[CH2:24]([P:27]([CH2:30][CH3:31])[CH2:28][CH3:29])[CH:25]=[CH2:26].CC(N=NC(C#N)(C)C)(C#N)C>>[P:1]([CH2:14][CH2:15][CH2:16][P:17]([CH2:26][CH2:25][CH2:24][P:27]([CH2:30][CH3:31])[CH2:28][CH3:29])[C:18]1[CH:19]=[CH:20][CH:21]=[CH:22][CH:23]=1)([C:2]1[CH:3]=[CH:4][CH:5]=[CH:6][CH:7]=1)[C:8]1[CH:13]=[CH:12][CH:11]=[CH:10][CH:9]=1. Procedure: Ph2P(CH2)3P(H)Ph (3.68 g, 10.9 mmol), allyldiethylphosphine (1.71 g, 13.1 mmol) and AIBN (0.011 g) were mixed in a Schlenk flask and radiated with a 365 nm UV lamp for 20 hours. After confirming that the reaction was complete by 31P NMR analysis, it was distilled under vacuum (<0.5 mm Hg) at a final heating mantle temperature of 210° C. for an hour to remove impurities. The ligand remained in the pot. Yield: 3.36 g (66%). 31P NMR (122 MHz, CDCl3, δ, ppm): −16.74 (s), −23.09 (s) and −25.98 (s). T...